Dataset: the Open Reaction Database (ORD), a public repository of structured organic reaction records. Task: describe an organic reaction: reactants, conditions, products, and yield Reactants: CC(N)COc1cccc2ncnc(Nc3ccc(OCc4cscn4)c(Cl)c3)c12, O=C1OCCC1O. The product is CC(COc1cccc2ncnc(Nc3ccc(OCc4cscn4)c(Cl)c3)c12)NC(=O)C(O)CCO. Reaction SMILES: [NH2:1][CH:2]([CH2:3][O:4][c:5]1[c:6]2[c:7]([NH:15][c:16]3[cH:17][c:18]([Cl:29])[c:19]([O:22][CH2:23][c:24]4[n:25][cH:26][s:27][cH:28]4)[cH:20][cH:21]3)[n:8][cH:9][n:10][c:11]2[cH:12][cH:13][cH:14]1)[CH3:30].[OH:31][CH:32]1[C:33](=[O:34])[O:35][CH2:36][CH2:37]1>>[NH:1]([CH:2]([CH2:3][O:4][c:5]1[c:6]2[c:7]([NH:15][c:16]3[cH:17][c:18]([Cl:29])[c:19]([O:22][CH2:23][c:24]4[n:25][cH:26][s:27][cH:28]4)[cH:20][cH:21]3)[n:8][cH:9][n:10][c:11]2[cH:12][cH:13][cH:14]1)[CH3:30])[C:33]([CH:32]([OH:31])[CH2:37][CH2:36][OH:35])=[O:34]. Reactants: CS(=O)(=O)C1=CC=C(C=C1)C(C(C=C)=O)CC1OCCC1 (4-[4-(methylsulfonyl)phenyl]-5-(tetrahydrofuran-2-yl)pent-1-en-3-one), C(C)O (ethanol), O1CCCC1 (tetrahydrofuran), N1=C(C=CC=C1)C=O (pyridine-2-carbaldehyde). The reagents and catalysts are [Cl-].C(C1=CC=CC=C1)[N+]1=CSC(=C1C)CCO (3-benzyl-5-(2-hydroxyethyl)-4-methyl-1,3-thiazol-3-ium chloride). The solvent is C(C)N(CC)CC (triethylamine), C(C)(=O)OCC (ethyl acetate). The product is CS(=O)(=O)C1=CC=C(C=C1)C(C(CCC(=O)C1=NC=CC=C1)=O)CC1OCCC1 (5-[4-(methylsulfonyl)phenyl]-1-(pyridin-2-yl)-6-(tetrahydrofuran-2-yl)hexane-1,4-dione). The yield is 24.0%. RXN SMILES: [CH3:1][S:2]([C:5]1[CH:10]=[CH:9][C:8]([CH:11]([CH2:16][CH:17]2[CH2:21][CH2:20][CH2:19][O:18]2)[C:12](=[O:15])[CH:13]=[CH2:14])=[CH:7][CH:6]=1)(=[O:4])=[O:3].C(O)C.O1CCCC1.[N:30]1[CH:35]=[CH:34][CH:33]=[CH:32][C:31]=1[CH:36]=[O:37]>[Cl-].C([N+]1C(C)=C(CCO)SC=1)C1C=CC=CC=1.C(OCC)(=O)C.C(N(CC)CC)C>[CH3:1][S:2]([C:5]1[CH:6]=[CH:7][C:8]([CH:11]([CH2:16][CH:17]2[CH2:21][CH2:20][CH2:19][O:18]2)[C:12](=[O:15])[CH2:13][CH2:14][C:36]([C:31]2[CH:32]=[CH:33][CH:34]=[CH:35][N:30]=2)=[O:37])=[CH:9][CH:10]=1)(=[O:4])=[O:3] |f:4.5|. Reported procedure: To a solution of 4-[4-(methylsulfonyl)phenyl]-5-(tetrahydrofuran-2-yl)pent-1-en-3-one (930 mg) in a mixed solvent of ethanol (7.5 mL) and tetrahydrofuran (7.5 mL) were added pyridine-2-carbaldehyde (323 μL), 3-benzyl-5-(2-hydroxyethyl)-4-methyl-1,3-thiazol-3-ium chloride (89.6 mg) and triethylamine (181 μL), and the mixture was stirred with heating under reflux for 3 hr. After cooling to room temperature, the reaction mixture was diluted with ethyl acetate and washed with water. The ethyl acetat... The reactants are [Br-], COC(=O)c1ccccc1C[P+](c1ccccc1)(c1ccccc1)c1ccccc1, CS(C)=O, CO, ClCc1ccccc1, O=Cc1ccc(F)cc1, N#C[K], N#CCc1ccccc1, O=C([O-])Cc1ccccc1, O=S(=O)(O)O, COC(=O)Cc1ccccc1CCc1ccco1. Product: COC(=O)Cc1ccccc1CCc1ccc(F)cc1. As a reaction SMILES: [Br-:10].[CH3:11][O:12][C:13]([c:14]1[cH:15][cH:16][cH:17][cH:18][c:19]1[CH2:20][P+:21]([c:22]1[cH:23][cH:24][cH:25][cH:26][cH:27]1)([c:28]1[cH:29][cH:30][cH:31][cH:32][cH:33]1)[c:34]1[cH:35][cH:36][cH:37][cH:38][cH:39]1)=[O:40].[CH3:94][S:95]([CH3:96])=[O:97].[CH3:98][OH:99].[Cl:59][CH2:60][c:61]1[cH:62][cH:63][cH:64][cH:65][cH:66]1.[F:1][c:2]1[cH:3][cH:4][c:5]([CH:6]=[O:7])[cH:8][cH:9]1.[K:77][C:78]#[N:79].[N:80]#[C:81][CH2:82][c:83]1[cH:84][cH:85][cH:86][cH:87][cH:88]1.[O-:67][C:68]([CH2:69][c:70]1[cH:71][cH:72][cH:73][cH:74][cH:75]1)=[O:76].[S:89](=[O:90])(=[O:91])([OH:92])[OH:93].[o:41]1[cH:42][cH:43][cH:44][c:45]1[CH2:46][CH2:47][c:48]1[c:49]([CH2:54][C:55](=[O:56])[O:57][CH3:58])[cH:50][cH:51][cH:52][cH:53]1>>[F:1][c:2]1[cH:3][cH:4][c:5]([CH2:6][CH2:47][c:48]2[c:49]([CH2:54][C:55](=[O:56])[O:57][CH3:58])[cH:50][cH:51][cH:52][cH:53]2)[cH:8][cH:9]1. Reactants: CCOC(=O)C=C(C)C=CC(F)=C(C)c1cc2c(c(Br)c1OC(C)C)C(C)(C)CC=C2C(C)C, CCO, [Na+], [OH-]. Yields the product CC(C=CC(F)=C(C)c1cc2c(c(Br)c1OC(C)C)C(C)(C)CC=C2C(C)C)=CC(=O)O. As a reaction SMILES: [Br:1][c:2]1[c:3]([O:31][CH:32]([CH3:33])[CH3:34])[c:4]([C:17](=[C:18]([CH:19]=[CH:20][C:21](=[CH:22][C:23](=[O:24])[O:25][CH2:26][CH3:27])[CH3:28])[F:29])[CH3:30])[cH:5][c:6]2[c:11]1[C:10]([CH3:12])([CH3:13])[CH2:9][CH:8]=[C:7]2[CH:14]([CH3:15])[CH3:16].[CH3:37][CH2:38][OH:39].[Na+:36].[OH-:35]>>[Br:1][c:2]1[c:3]([O:31][CH:32]([CH3:33])[CH3:34])[c:4]([C:17](=[C:18]([CH:19]=[CH:20][C:21](=[CH:22][C:23](=[O:24])[OH:25])[CH3:28])[F:29])[CH3:30])[cH:5][c:6]2[c:11]1[C:10]([CH3:12])([CH3:13])[CH2:9][CH:8]=[C:7]2[CH:14]([CH3:15])[CH3:16].